From a dataset of the Open Reaction Database (ORD), a public repository of structured organic reaction records. describe an organic reaction: reactants, conditions, products, and yield Reactants: NC1=C(C=C(C(=N1)N1C=C(C(C2=CC(=C(C(=C12)Br)N1CC(C1)NC(C)C)F)=O)C(=O)O)F)F (1-(6-Amino-3,5-difluoropyridin-2-yl)-8-bromo-6-fluoro-7-(3-isopropylaminoazetidin-1-yl)-4-oxo-1,4-dihydroquinolin-3-carboxylic acid), C(\C=C/C(=O)O)(=O)O (maleic acid), C(C)O (ethanol). Run in O (Water). Run at temperature 80 celsius. The product is C(\C=C/C(=O)O)(=O)O.NC1=C(C=C(C(=N1)N1C=C(C(C2=CC(=C(C(=C12)Br)N1CC(C1)NC(C)C)F)=O)C(=O)O)F)F (1-(6-amino-3,5-difluoropyridin-2-yl)-8-bromo-6-fluoro-7-(3-isopropylaminoazetidin-1-yl)-4-oxo-1,4-dihydroquinolin-3-carboxylic acid maleic acid salt). RXN SMILES: [NH2:1][C:2]1[N:7]=[C:6]([N:8]2[C:17]3[C:12](=[CH:13][C:14]([F:27])=[C:15]([N:19]4[CH2:22][CH:21]([NH:23][CH:24]([CH3:26])[CH3:25])[CH2:20]4)[C:16]=3[Br:18])[C:11](=[O:28])[C:10]([C:29]([OH:31])=[O:30])=[CH:9]2)[C:5]([F:32])=[CH:4][C:3]=1[F:33].[C:34]([OH:41])(=[O:40])/[CH:35]=[CH:36]\[C:37]([OH:39])=[O:38].C(O)C>O>[C:34]([OH:41])(=[O:40])/[CH:35]=[CH:36]\[C:37]([OH:39])=[O:38].[NH2:1][C:2]1[N:7]=[C:6]([N:8]2[C:17]3[C:12](=[CH:13][C:14]([F:27])=[C:15]([N:19]4[CH2:20][CH:21]([NH:23][CH:24]([CH3:26])[CH3:25])[CH2:22]4)[C:16]=3[Br:18])[C:11](=[O:28])[C:10]([C:29]([OH:31])=[O:30])=[CH:9]2)[C:5]([F:32])=[CH:4][C:3]=1[F:33] |f:4.5|. Reported procedure: 1-(6-Amino-3,5-difluoropyridin-2-yl)-8-bromo-6-fluoro-7-(3-isopropylaminoazetidin-1-yl)-4-oxo-1,4-dihydroquinolin-3-carboxylic acid (132 mg) and maleic acid (58 mg) were added to ethanol (3 mL), and the mixture was heated at 80° C. Water was gradually added to the mixture until the compounds were completely dissolved. After the solution had been left to cool, the formed solid was collected through filtration, to thereby yield 102 mg of the title compound.